From a dataset of the Open Reaction Database (ORD), a public repository of structured organic reaction records. describe an organic reaction: reactants, conditions, products, and yield Reactants: CCOC(=O)c1cccc(Nc2nccc(-c3ccnc(Cl)c3)n2)c1, CCO, [Li+], [OH-], O. The product is O=C(O)c1cccc(Nc2nccc(-c3ccnc(Cl)c3)n2)c1. RXN SMILES: [CH2:1]([CH3:2])[O:3][C:4](=[O:5])[c:6]1[cH:7][c:8]([NH:12][c:13]2[n:14][cH:15][cH:16][c:17](-[c:19]3[cH:20][c:21]([Cl:25])[n:22][cH:23][cH:24]3)[n:18]2)[cH:9][cH:10][cH:11]1.[CH3:28][CH2:29][OH:30].[Li+:26].[OH-:27].[OH2:31]>>[O:3]=[C:4]([OH:5])[c:6]1[cH:7][c:8]([NH:12][c:13]2[n:14][cH:15][cH:16][c:17](-[c:19]3[cH:20][c:21]([Cl:25])[n:22][cH:23][cH:24]3)[n:18]2)[cH:9][cH:10][cH:11]1. The reactants are C(#N)CC1=CN(C2=CC=CC(=C12)[N+](=O)[O-])CC(=O)OC(C)(C)C (tert-butyl [3-(cyanomethyl)-4-nitro-1H-indol-1-yl]acetate), C(#N)CC1=CN(C2=CC=CC(=C12)[N+](=O)[O-])CC(=O)OC(C)(C)C (tert-butyl [3-(cyanomethyl)-4-nitro-1H-indol-1-yl]acetate). Reagents/catalysts: [Pd] (Pd/C). Run in CCO (EtOH). Reaction conditions: time 4 hour. Product: NC1=C2C(=CN(C2=CC=C1)CC(=O)OC(C)(C)C)CC#N (tert-Butyl [4-amino-3-(cyanomethyl)-1H-indol-1-yl]acetate). Reaction SMILES: [C:1]([CH2:3][C:4]1[C:12]2[C:7](=[CH:8][CH:9]=[CH:10][C:11]=2[N+:13]([O-])=O)[N:6]([CH2:16][C:17]([O:19][C:20]([CH3:23])([CH3:22])[CH3:21])=[O:18])[CH:5]=1)#[N:2]>CCO.[Pd]>[NH2:13][C:11]1[CH:10]=[CH:9][CH:8]=[C:7]2[C:12]=1[C:4]([CH2:3][C:1]#[N:2])=[CH:5][N:6]2[CH2:16][C:17]([O:19][C:20]([CH3:21])([CH3:22])[CH3:23])=[O:18]. Procedure details: A mixture of tert-butyl [3-(cyanomethyl)-4-nitro-1H-indol-1-yl]acetate (700 mg, 2.22 mmol, described in Intermediate 41) and 10% Pd/C (65 mg) in EtOH (20 mL) was stirred under an atmosphere of hydrogen (ca. 1 atm). After 4 h, the reaction was filtered through a Celite pad and concentrated in vacuo to give the title compound. MS: m/z=286 (M+1).